From a dataset of the Open Reaction Database (ORD), a public repository of structured organic reaction records. describe an organic reaction: reactants, conditions, products, and yield The reactants are O=S(Cl)Cl (SOCl2), [N+](=O)([O-])C=1C=C(C(=O)O)C=C(C1Cl)[N+](=O)[O-] (3,5-dinitro-4-chlorobenzoic acid), CO (methanol), CO (methanol). Reaction conditions: time 15 hour. Product: [N+](=O)([O-])C1=C(C(=CC(=C1)CO)[N+](=O)[O-])C1=CC=C(C=C1)O (2,6-Dinitro-4′-hydroxy-(1,1′-biphenyl)-4-methanol). As a reaction SMILES: O=S(Cl)Cl.[N+:5]([C:8]1[CH:9]=[C:10]([CH:14]=[C:15]([N+:18]([O-:20])=[O:19])[C:16]=1Cl)[C:11]([OH:13])=O)([O-:7])=[O:6].[CH3:21][OH:22]>>[N+:18]([C:15]1[CH:14]=[C:10]([CH2:11][OH:13])[CH:9]=[C:8]([N+:5]([O-:7])=[O:6])[C:16]=1[C:8]1[CH:9]=[CH:10][C:21]([OH:22])=[CH:15][CH:16]=1)([O-:20])=[O:19]. Reported procedure: 2.96 ml of SOCl2 is added at 0° C., under an inert atmosphere and dropwise to 10 g of 3,5-dinitro-4-chlorobenzoic acid (JANSSEN) in 150 ml of methanol and agitation is carried out under reflux of methanol for 2 hours then for 15 hours at ambient temperature. The reaction medium is poured into ice and precipitation of the product is observed. After drying, 10.3 g of expected product is obtained.